This data is from the Open Reaction Database (ORD), a public repository of structured organic reaction records. The task is: describe an organic reaction: reactants, conditions, products, and yield Starting materials: CCO, Cl, Cn1nc(-c2cc([N+](=O)[O-])cc([N+](=O)[O-])c2)cc1O, [Na+], [Na+], [OH-], O, Cc1ccc(S(=O)[O-])cc1. Product: Cc1ccc(S(=O)(=O)Cc2c(-c3cc([N+](=O)[O-])cc([N+](=O)[O-])c3)nn(C)c2O)cc1. Reaction SMILES: [CH3:34][CH2:35][OH:36].[ClH:33].[N+:1](=[O:2])([O-:3])[c:4]1[cH:5][c:6](-[c:13]2[n:14][n:15]([CH3:19])[c:16]([OH:18])[cH:17]2)[cH:7][c:8]([N+:10](=[O:11])[O-:12])[cH:9]1.[Na+:21].[Na+:32].[OH-:20].[OH2:37].[c:22]1([CH3:31])[cH:23][cH:24][c:25]([S:28](=[O:29])[O-:30])[cH:26][cH:27]1>>[N+:1](=[O:2])([O-:3])[c:4]1[cH:5][c:6](-[c:13]2[n:14][n:15]([CH3:19])[c:16]([OH:18])[c:17]2[CH2:34][S:28]([c:25]2[cH:24][cH:23][c:22]([CH3:31])[cH:27][cH:26]2)(=[O:29])=[O:30])[cH:7][c:8]([N+:10](=[O:11])[O-:12])[cH:9]1. Reactants: Cl.CN(CCCN=C=NCC)C (1-(3-dimethylamino-propyl)-3-ethylcarbodiimide hydrochloride), C(=O)(O)C1=CC=CC=2C=C(CCOC21)C(=O)[O-] (9-carboxy-2,3-dihydro-1-benzoxepin-4-carboxylate), CN(CCN)C (N,N-dimethylethylenediamine), hydrate. Solvent: ClCCl (dichloromethane). Conditions: time 4.5 hour. The product is CN(C)CCNC(=O)C1=CC=CC=2C=C(CCOC21)C(=O)OCC (ethyl 2,3-dihydro-9-[2-(N,N-dimethylamino)-ethylaminocarbonyl]-1-benzoxepin-4-carboxylate). Reaction SMILES: [C:1]([C:4]1[C:14]2[O:13][CH2:12][CH2:11][C:10]([C:15]([O-:17])=[O:16])=[CH:9][C:8]=2[CH:7]=[CH:6][CH:5]=1)([OH:3])=O.[CH3:18][N:19]([CH3:23])[CH2:20][CH2:21][NH2:22].Cl.CN(C)[CH2:27][CH2:28]CN=C=NCC>ClCCl>[CH3:18][N:19]([CH2:20][CH2:21][NH:22][C:1]([C:4]1[C:14]2[O:13][CH2:12][CH2:11][C:10]([C:15]([O:17][CH2:27][CH3:28])=[O:16])=[CH:9][C:8]=2[CH:7]=[CH:6][CH:5]=1)=[O:3])[CH3:23] |f:2.3|. Procedure: To a mixture of 9-carboxy-2,3-dihydro-1-benzoxepin-4-carboxylate (0.39 g), N,N-dimethylethylenediamine (0.163 ml), and 1-hydroxybenzotriaole hydrate (0.22 g) in dichloromethane (8 ml) was added 1-(3-dimethylamino-propyl)-3-ethylcarbodiimide hydrochloride (0.31 g). The reaction mixture was stirred for 4.5 hours at ambient temperature and evaporated in vacuo. The residue was partitioned between ethyl acetate and saturated aqueous sodium bicarbonate. The organic layer was washed successively with w...